This data is from the Open Reaction Database (ORD), a public repository of structured organic reaction records. The task is: describe an organic reaction: reactants, conditions, products, and yield The product is C1OC2(CCCC(OC2)(CCCC(C)=O)C)OC1 (6,6-ethylenedioxy-2-methyl-2-(4'-oxopentyl)-oxepane). Reaction SMILES: [CH2:1]1[CH2:18][O:17][C:3]2([CH2:9][O:8][C:7]([CH2:11][CH2:12][CH2:13][CH:14]([OH:16])[CH3:15])([CH3:10])[CH2:6][CH2:5][CH2:4]2)[O:2]1>C(Cl)Cl.N1C=CC=CC=1.[O-2].[O-2].[O-2].[Cr+6]>[CH2:18]1[CH2:1][O:2][C:3]2([CH2:9][O:8][C:7]([CH3:10])([CH2:11][CH2:12][CH2:13][C:14](=[O:16])[CH3:15])[CH2:6][CH2:5][CH2:4]2)[O:17]1 |f:2.3.4.5.6|. The reagents and catalysts are N1=CC=CC=C1.[O-2].[O-2].[O-2].[Cr+6] (pyridine chromium trioxide). Solvent: C(Cl)Cl (methylene chloride), C(Cl)Cl (methylene chloride). Starting materials: C1OC2(CCCC(OC2)(C)CCCC(C)O)OC1 (6,6-ethylenedioxy-2-(4'-hydroxypentyl)-2-methyloxepane). Yield: 64.0%. Procedure details: Dry celite (30 g) and 6,6-ethylenedioxy-2-(4'-hydroxypentyl)-2-methyloxepane (3.3 g, 0.0128 mol) in methylene chloride (50 ml) are added to a pyridine-chromium trioxide solution [prepared from pyridine (12.1 g, 0.153 mol) and chromium trioxide (7.67 g, 0.0767 mol)] in distilled methylene chloride (450 ml) at 10° C. in a nitrogen atmosphere. After 5 hours the mixture is filtered and the celite cake is washed with methylene chloride (10×50 ml). The solvent is removed at reduced pressure. The resid... Starting materials: ON1C(CC(CC1(C)C)OC(=O)C1CC1)(C)C (1-oxyl-4-cyclopropanecarbonyloxy-2,2,6,6-tetramethylpiperidine), Cl (hydrogen chloride). Run in C(C)O (ethanol). The product is Cl.ON1C(CC(CC1(C)C)OC(=O)C1CC1)(C)C (1-hydroxy-4-cyclopropanecarbonyloxy-2,2,6,6-tetramethylpiperidine Hydrochloride). Reaction SMILES: [OH:1][N:2]1[C:7]([CH3:9])([CH3:8])[CH2:6][CH:5]([O:10][C:11]([CH:13]2[CH2:15][CH2:14]2)=[O:12])[CH2:4][C:3]1([CH3:17])[CH3:16].[ClH:18]>C(O)C>[ClH:18].[OH:1][N:2]1[C:7]([CH3:9])([CH3:8])[CH2:6][CH:5]([O:10][C:11]([CH:13]2[CH2:14][CH2:15]2)=[O:12])[CH2:4][C:3]1([CH3:17])[CH3:16] |f:3.4|. Procedure details: The nitroxide of Example 5a (2.2 g, 9.15 mmol) was added to a solution of saturated hydrogen chloride in ethanol (20 mL). The red color disappeared quickly and the resulting yellow colored solution was boiled to give clear colorless solution. The solution was concentrated in vacuo, dissolved in 100 mL ethyl acetate and was washed with saturated NaHCO3 to obtain the hydroxylamine free-base. The ethyl acetate layer was separated, acidified with ethereal HCl, and concentrated to give white solid, w... The reactants are ClC1=C(C=C(N)C=C1)C1=NC=CC=C1 (4-chloro-3-(pyridine-2-yl)aniline), ClC1=C(C(=O)O)C=CC(=C1)S(=O)(=O)CC(C)(C)O (2-chloro-4-(2-hydroxy-2-methylpropylsulfonyl)benzoic acid). The product is ClC1=C(C(=O)NC2=CC(=C(C=C2)Cl)C2=NC=CC=C2)C=CC(=C1)S(=O)(=O)CC(C)(C)O (2-chloro-N-(4-chloro-3-(pyridin-2-yl)phenyl)-4-(2-hydroxy-2-methylpropylsulfonyl)benzamide). As a reaction SMILES: [Cl:1][C:2]1[CH:8]=[CH:7][C:5]([NH2:6])=[CH:4][C:3]=1[C:9]1[CH:14]=[CH:13][CH:12]=[CH:11][N:10]=1.[Cl:15][C:16]1[CH:24]=[C:23]([S:25]([CH2:28][C:29]([OH:32])([CH3:31])[CH3:30])(=[O:27])=[O:26])[CH:22]=[CH:21][C:17]=1[C:18](O)=[O:19]>>[Cl:15][C:16]1[CH:24]=[C:23]([S:25]([CH2:28][C:29]([OH:32])([CH3:30])[CH3:31])(=[O:26])=[O:27])[CH:22]=[CH:21][C:17]=1[C:18]([NH:6][C:5]1[CH:7]=[CH:8][C:2]([Cl:1])=[C:3]([C:9]2[CH:14]=[CH:13][CH:12]=[CH:11][N:10]=2)[CH:4]=1)=[O:19]. Procedure details: 8 g of methyl 4-amino-2-chlorobenzoate was dissolved in 16 mL of MeOH, 8 mL of H2O and 8 mL of concentrated hydrochloric acid and was then cooled to 0° C. A solution of 3.9 g of sodium nitrite in 15 mL of H2O was added dropwise over 30 min. The reaction was stirred at 0° C. for an additional 1 h. The cold diazonating mixture was added to a solution of 13.8 g of potassium ethyl xanthate in 10 mL of H2O at 50˜60° C. The reaction was heated to 65° C. for 2 h and monitored by TLC until complete. The... Procedure details: A mixture of methyl 3-hydroxybenzoate (939 mg), 1-(1-bromoethyl)-3-isobutylbenzene (1.49 g) and potassium carbonate (1.71 g) in N,N-dimethylformamide (20 ml) was stirred at 25° C. overnight. The mixture was partitioned between ether and 1N hydrochloric acid. The organic layer was separated, washed with water and brine, dried over magnesium sulfate, and evaporated. The residue was chromatographed on silica gel (30 g) eluting with a mixture of ethyl acetate and hexane (1:10) to give methyl 3-[1-(3... The solvent is CN(C=O)C (N,N-dimethylformamide). The product is C(C(C)C)C=1C=C(C=CC1)C(C)C=1C=C(C(=O)OC)C=CC1 (methyl 3-[1-(3-isobutylphenyl)ethyl]benzoate). Starting materials: OC=1C=C(C(=O)OC)C=CC1 (methyl 3-hydroxybenzoate), BrC(C)C1=CC(=CC=C1)CC(C)C (1-(1-bromoethyl)-3-isobutylbenzene), C([O-])([O-])=O.[K+].[K+] (potassium carbonate). The yield is 79.3%. Conditions: temperature 25 celsius, time 8 hour. As a reaction SMILES: O[C:2]1[CH:3]=[C:4]([CH:9]=[CH:10][CH:11]=1)[C:5]([O:7][CH3:8])=[O:6].Br[CH:13]([C:15]1[CH:20]=[CH:19][CH:18]=[C:17]([CH2:21][CH:22]([CH3:24])[CH3:23])[CH:16]=1)[CH3:14].C(=O)([O-])[O-].[K+].[K+]>CN(C)C=O>[CH2:21]([C:17]1[CH:16]=[C:15]([CH:13]([C:2]2[CH:3]=[C:4]([CH:9]=[CH:10][CH:11]=2)[C:5]([O:7][CH3:8])=[O:6])[CH3:14])[CH:20]=[CH:19][CH:18]=1)[CH:22]([CH3:24])[CH3:23] |f:2.3.4|. Reactants: C[Si](C)(C)[N-][Si](C)(C)C.[K+] (potassium bis(trimethylsilyl)amide), ClC1=CC=C(C=C1)C1=NC2=C(N1C(C(C)(OC1=CC=C(C=C1)C1=NN=NN1)C)C1CCCCC1)C=C(C(=C2)F)F ((−)-2-(4-Chloro-phenyl)-1-{1-cyclohexyl-2-methyl-2-[4-(1H-tetrazol-5-yl)-phenoxy]-propyl}-5,6-difluoro-1H-benzoimidazole), ClC1=CC=C(C=C1)C1=NC2=C(N1C(C(C)(OC1=CC=C(C=C1)C1=NN=NN1)C)C1CCCCC1)C=C(C(=C2)F)F ((−)-2-(4-Chloro-phenyl)-1-{1-cyclohexyl-2-methyl-2-[4-(1H-tetrazol-5-yl)-phenoxy]-propyl}-5,6-difluoro-1H-benzoimidazole), FC=1C=C(C#N)C=C(C1F)F (3,4,5-trifluorobenzonitrile). Run in O1CCCC1 (tetrahydrofuran). Conditions: time 18 hour. Yields the product ClC1=CC=C(C=C1)C1=NC2=C(N1C(C(OC1=C(C=C(C#N)C=C1F)F)(C)C)C1CCCCC1)C=C(C(=C2)F)F ((+)-4-{2-[2-(4-Chloro-phenyl)-5,6-difluoro-benzoimidazol-1-yl]-2-cyclohexyl-1,1-dimethyl-ethoxy}-3,5-difluoro-benzonitrile). RXN SMILES: [Cl:1][C:2]1[CH:7]=[CH:6][C:5]([C:8]2[N:12]([CH:13]([CH:29]3[CH2:34][CH2:33][CH2:32][CH2:31][CH2:30]3)[C:14]([CH3:28])([O:16]C3C=CC(C4NN=NN=4)=CC=3)[CH3:15])[C:11]3[CH:35]=[C:36]([F:40])[C:37]([F:39])=[CH:38][C:10]=3[N:9]=2)=[CH:4][CH:3]=1.[F:41][C:42]1[CH:43]=[C:44]([CH:47]=[C:48]([F:51])[C:49]=1F)[C:45]#[N:46].C[Si]([N-][Si](C)(C)C)(C)C.[K+]>O1CCCC1>[Cl:1][C:2]1[CH:7]=[CH:6][C:5]([C:8]2[N:12]([CH:13]([CH:29]3[CH2:34][CH2:33][CH2:32][CH2:31][CH2:30]3)[C:14]([CH3:15])([CH3:28])[O:16][C:49]3[C:48]([F:51])=[CH:47][C:44]([C:45]#[N:46])=[CH:43][C:42]=3[F:41])[C:11]3[CH:35]=[C:36]([F:40])[C:37]([F:39])=[CH:38][C:10]=3[N:9]=2)=[CH:4][CH:3]=1 |f:2.3|. Procedure: A solution of 0.10 g (0.24 mmol) (−)-1-[2-(4-chloro-phenyl)-5,6-difluoro-benzoimidazol-1-yl]-1-cyclohexyl-2-methyl-propan-2-ol (Example 88, intermediate b) and 38 mg (0.24 mmol) 3,4,5-trifluorobenzonitrile in 2 ml anhydrous tetrahydrofuran was cooled down to 0° C. Then, 0.53 ml (0.26 mmol) potassium bis(trimethylsilyl)amide (0.5 M solution in toluene) were added dropwise to the reaction mixture. The cooling bath was removed and stirring was continued for 18 h. The reaction mixture was poured ont... The reactants are NC=1C2=C(N=C(N1)C1=NN(C3=NC=CC=C31)CCC(C(F)(F)F)(F)F)NC(C2(C(=O)N)C2CC2)=O (4-amino-5-cyclopropyl-6-oxo-2-[1-(3,3,4,4,4-pentafluorobutyl)-1H-pyrazolo[3,4-b]pyridin-3-yl]-6,7-dihydro-5H-pyrrolo[2,3-d]pyrimidine-5-carboxamide), P(=O)(Cl)(Cl)Cl (Phosphorous oxychloride). Run in N1=CC=CC=C1 (pyridine). Reaction conditions: temperature 0 celsius, time 15 minute. Yields the product NC=1C2=C(N=C(N1)C1=NN(C3=NC=CC=C31)CCC(C(F)(F)F)(F)F)NC(C2(C#N)C2CC2)=O (4-Amino-5-Cyclopropyl-6-Oxo-2-[1-(3,3,4,4,4-Pentafluorobutyl)-1H-Pyrazolo[3,4-B]Pyridin-3-yl]-6,7-Dihydro-5H-Pyrrolo[2,3-D]Pyrimidine-5-Carbonitrile). As a reaction SMILES: [NH2:1][C:2]1[C:3]2[C:28]([CH:32]3[CH2:34][CH2:33]3)([C:29]([NH2:31])=O)[C:27](=[O:35])[NH:26][C:4]=2[N:5]=[C:6]([C:8]2[C:16]3[C:11](=[N:12][CH:13]=[CH:14][CH:15]=3)[N:10]([CH2:17][CH2:18][C:19]([F:25])([F:24])[C:20]([F:23])([F:22])[F:21])[N:9]=2)[N:7]=1.P(Cl)(Cl)(Cl)=O>N1C=CC=CC=1>[NH2:1][C:2]1[C:3]2[C:28]([CH:32]3[CH2:34][CH2:33]3)([C:29]#[N:31])[C:27](=[O:35])[NH:26][C:4]=2[N:5]=[C:6]([C:8]2[C:16]3[C:11](=[N:12][CH:13]=[CH:14][CH:15]=3)[N:10]([CH2:17][CH2:18][C:19]([F:25])([F:24])[C:20]([F:21])([F:23])[F:22])[N:9]=2)[N:7]=1. Procedure details: 4-amino-5-cyclopropyl-6-oxo-2-[1-(3,3,4,4,4-pentafluorobutyl)-1H-pyrazolo[3,4-b]pyridin-3-yl]-6,7-dihydro-5H-pyrrolo[2,3-d]pyrimidine-5-carboxamide, as described in Example 162, (565 mg, 1.201 mmol) was taken up in pyridine (6 mL) and the solution cooled to 0° C. Phosphorous oxychloride (0.896 ml, 9.61 mmol) was then added dropwise and the reaction mixture was warmed to room temperature. After 15 minutes, the pyridine solvent was concentrated in vacuo and the residue taken up in EtOAc. The mixtu... Product: CCC(/C=C(\C)/CCC=C(C)C)OC(=O)C (ethyl geranyl acetate). Procedure details: 154 Grams of linalool (3.7-dimethyl-1,6-octadien-3-ol), 324 g of 1,1,1-triethoxy ethane and 4.6 g of butyric acid are placed in a three-necked flask having 500 ml of inner capacity, and reacted for 8 hours with stirring under heating at 140° to 145° C. and with removal of ethanol formed during the reaction. The liquid reaction product is directly distilled to remove the low boiling material such as butyric acid, whereby the unreacted 1,1,1-triethoxy ethane is recovered. The residue is distilled ... Run in C(C)O (ethanol). The reactants are C=CC(O)(C)CCC=C(C)C (linalool), C(C)OC(C)(OCC)OCC (1,1,1-triethoxy ethane), C(CCC)(=O)O (butyric acid). RXN SMILES: [CH2:1]=[CH:2][C:3]([CH2:6][CH2:7][CH:8]=[C:9]([CH3:11])[CH3:10])([CH3:5])O.C([O:14][C:15](OCC)([O:17]CC)[CH3:16])C.[C:23](O)(=O)[CH2:24]CC>C(O)C>[CH3:23][CH2:24][CH:1]([O:17][C:15]([CH3:16])=[O:14])/[CH:2]=[C:3](/[CH2:6][CH2:7][CH:8]=[C:9]([CH3:11])[CH3:10])\[CH3:5]. Isolated yield 92.6%. Reactants: ClC1=C(C=C(O)C=C1)O (4-Chlororesorcinol), CN(C)C=O (DMF), FCCOC=1C=C(C=CC1)CC(=O)O ([3-(2-Fluoro-ethoxy)-phenyl]-acetic acid), P(Cl)(Cl)(Cl)(Cl)Cl (PCl5). The product is ClC=1C=C2C(C(=COC2=CC1O)C1=CC(=CC=C1)OCCF)=O (6-Chloro-3-[3-(2-fluoro-ethoxy)-phenyl]-7-hydroxy-chromen-4-one). Reaction SMILES: [Cl:1][C:2]1[CH:8]=[CH:7][C:5]([OH:6])=[CH:4][C:3]=1[OH:9].[F:10][CH2:11][CH2:12][O:13][C:14]1[CH:15]=[C:16]([CH2:20][C:21]([OH:23])=O)[CH:17]=[CH:18][CH:19]=1.P(Cl)(Cl)(Cl)(Cl)Cl.[CH3:30]N(C=O)C>>[Cl:1][C:2]1[CH:8]=[C:7]2[C:5](=[CH:4][C:3]=1[OH:9])[O:6][CH:30]=[C:20]([C:16]1[CH:17]=[CH:18][CH:19]=[C:14]([O:13][CH2:12][CH2:11][F:10])[CH:15]=1)[C:21]2=[O:23]. Reported procedure: This compounds was synthesised in the same manner as described above. 4-Chlororesorcinol (0.36 g, 2.5 mmol), [3-(2-Fluoro-ethoxy)-phenyl]-acetic acid (0.5 g, 2.5 mmol), BF3Et2O (5 ml), PCl5 (0.79 g, 3.79 mmol), DMF (8 ml and 5 ml). 6-Chloro-3-[3-(2-fluoro-ethoxy)-phenyl]-7-hydroxy-chromen-4-one precipitated out as a white solid (0.49 g, 58.6%). This was taken onto the next stage without further purification. Rf 0.6 ethyl acetate/hexane (70/30)]. The reactants are [I-].[Na+] (sodium iodide), ClCC1=CC=C(C=C1)C(C(=O)OCC)C (ethyl 2-(4-chloromethylphenyl)propionate). Solvent: C(C)C(=O)C (methyl ethyl ketone). Reaction conditions: time 8 hour. Product: ICC1=CC=C(C=C1)C(C(=O)OCC)C (Ethyl 2-(4-Iodomethylphenyl)propionate). Yield: 92.9%. RXN SMILES: [I-:1].[Na+].Cl[CH2:4][C:5]1[CH:10]=[CH:9][C:8]([CH:11]([CH3:17])[C:12]([O:14][CH2:15][CH3:16])=[O:13])=[CH:7][CH:6]=1>C(C(C)=O)C>[I:1][CH2:4][C:5]1[CH:10]=[CH:9][C:8]([CH:11]([CH3:17])[C:12]([O:14][CH2:15][CH3:16])=[O:13])=[CH:7][CH:6]=1 |f:0.1|. Reported procedure: After a solution of 15 g of sodium iodide in 140 ml of methyl ethyl ketone was refluxed for 1 hour, 12.5 g of ethyl 2-(4-chloromethylphenyl)propionate was added and refluxing was continued for further 8 hours. After the reaction was completed, methyl ethyl ketone was removed by distillation from the reaction mixture under reduced pressure, the residue was poured into ice-water and extracted with ether. The extract was washed with water and an aqueous sodium thiosulfate solution, successively, dr... The reactants are C(#N)C(C)(C)C1=CC=C(C=C1)NC(C1=CC=C(C=C1)OC)=O (N-[4-(1-Cyano-1-methylethyl)-phenyl]-4-methoxybenzamide), S(O)(O)(=O)=O (sulphuric acid). Product: NC(=O)C(C)(C)C1=CC=C(C=C1)NC(C1=CC=C(C=C1)OC)=O (N-[4-(1-Aminocarbonyl-1-methylethyl)-phenyl]-4-methoxybenzamide). As a reaction SMILES: [C:1]([C:3]([C:6]1[CH:11]=[CH:10][C:9]([NH:12][C:13](=[O:22])[C:14]2[CH:19]=[CH:18][C:17]([O:20][CH3:21])=[CH:16][CH:15]=2)=[CH:8][CH:7]=1)([CH3:5])[CH3:4])#[N:2].S(=O)(=O)(O)[OH:24]>>[NH2:2][C:1]([C:3]([C:6]1[CH:11]=[CH:10][C:9]([NH:12][C:13](=[O:22])[C:14]2[CH:15]=[CH:16][C:17]([O:20][CH3:21])=[CH:18][CH:19]=2)=[CH:8][CH:7]=1)([CH3:5])[CH3:4])=[O:24]. Procedure: 5 g. N-[4-(1-Cyano-1-methylethyl)-phenyl]-4-methoxybenzamide (Example 27) are stirred for 20 hours at ambient temperature in 100 ml. concentrated sulphuric acid, poured on to ice, the precipitate is filtered off with suction, dissolved in hot glacial acetic acid, water added thereto until the commencement of turbidity and then left to cool. There are obtained 2.2 g. (42% of theory) of the title compound in the form of colourless crystals; m.p. 234°-235° C.